Dataset: the Open Reaction Database (ORD), a public repository of structured organic reaction records. Task: describe an organic reaction: reactants, conditions, products, and yield Starting materials: CSCOc1ccc(Cl)cc1Cl, ClCCl, O=C(OO)c1cccc(Cl)c1. Product: CS(=O)COc1ccc(Cl)cc1Cl. As a reaction SMILES: [Cl:1][c:2]1[c:3]([O:9][CH2:10][S:11][CH3:12])[cH:4][cH:5][c:6]([Cl:8])[cH:7]1.[Cl:24][CH2:25][Cl:26].[OH:13][O:14][C:15]([c:16]1[cH:17][c:18]([Cl:19])[cH:20][cH:21][cH:22]1)=[O:23]>>[Cl:1][c:2]1[c:3]([O:9][CH2:10][S:11]([CH3:12])=[O:13])[cH:4][cH:5][c:6]([Cl:8])[cH:7]1.